From a dataset of the Open Reaction Database (ORD), a public repository of structured organic reaction records. describe an organic reaction: reactants, conditions, products, and yield Starting materials: [Li]C(C)(C)C, CCOCC, CCCCCC, O=S(=O)(Cl)Cl, C=C(I)CC1COC(C)(C)O1. Product: C=C(CC1COC(C)(C)O1)S(=O)(=O)Cl. RXN SMILES: [C:1]([Li:2])([CH3:3])([CH3:4])[CH3:5].[CH3:28][CH2:29][O:30][CH2:31][CH3:32].[CH3:6][CH2:7][CH2:8][CH2:9][CH2:10][CH3:11].[Cl:23][S:24]([Cl:25])(=[O:26])=[O:27].[I:12][C:13]([CH2:14][CH:15]1[O:16][C:17]([CH3:20])([CH3:21])[O:18][CH2:19]1)=[CH2:22]>>[C:13]([CH2:14][CH:15]1[O:16][C:17]([CH3:20])([CH3:21])[O:18][CH2:19]1)(=[CH2:22])[S:24]([Cl:23])(=[O:26])=[O:27]. Starting materials: O (water), [OH-].[Na+] (sodium hydroxide), O (water), [H-].[Al+3].[Li+].[H-].[H-].[H-] (lithium aluminum hydride), C1(=CC=CC=C1)C(N1CC(C1)C(=O)NCC)C1=CC=CC=C1 (1-(diphenylmethyl)-N-ethyl-3-azetidinecarboxamide), O (water). The solvent is O1CCCC1 (tetrahydrofuran), O1CCCC1 (tetrahydrofuran). Yields the product C1(=CC=CC=C1)C(N1CC(C1)CNCC)C1=CC=CC=C1 (1-(diphenylmethyl)-N-ethyl-3-azetidinemethanamine). The yield is 85.3%. RXN SMILES: [H-].[Al+3].[Li+].[H-].[H-].[H-].[C:7]1([CH:13]([C:23]2[CH:28]=[CH:27][CH:26]=[CH:25][CH:24]=2)[N:14]2[CH2:17][CH:16]([C:18]([NH:20][CH2:21][CH3:22])=O)[CH2:15]2)[CH:12]=[CH:11][CH:10]=[CH:9][CH:8]=1.O.[OH-].[Na+]>O1CCCC1>[C:7]1([CH:13]([C:23]2[CH:28]=[CH:27][CH:26]=[CH:25][CH:24]=2)[N:14]2[CH2:17][CH:16]([CH2:18][NH:20][CH2:21][CH3:22])[CH2:15]2)[CH:8]=[CH:9][CH:10]=[CH:11][CH:12]=1 |f:0.1.2.3.4.5,8.9|. Procedure details: To a suspension of 3.2 g (85 mmole) of lithium aluminum hydride in 50 ml of dry tetrahydrofuran was added dropwise, a solution of 8.5 g (28.0 mmole) of 1-(diphenylmethyl)-N-ethyl-3-azetidinecarboxamide in 50 ml of dry tetrahydrofuran. After the addition was complete, the reaction was refluxed for two hours, cooled to room temperature, and decomposed by the successive addition of 3.4 ml of water, 3.4 ml of 15% aqueous sodium hydroxide and 10.2 ml of water, titrating the final water addition to gi... Starting materials: FC(C=1C=CC(=NC1)N)(F)F (5-(trifluoromethyl)pyridin-2-amine), COC=1C=C(C=O)C=C(C1OC)[N+](=O)[O-] (3,4-dimethoxy-5-nitrobenzaldehyde), [N+](#[C-])CS(=O)(=O)C1=CC=C(C=C1)C (1-(isocyanomethylsulfonyl)-4-methylbenzene), C([O-])([O-])=O.[K+].[K+] (potassium carbonate). The solvent is C(C)O (ethanol), C(C)(=O)O (acetic acid), CO (methanol), COCCOC (1,2-dimethoxyethane). The product is COC=1C=C(C=C(C1OC)[N+](=O)[O-])C1=CN=CN1C1=NC=C(C=C1)C(F)(F)F (2-(5-(3,4-dimethoxy-5-nitrophenyl)-1H-imidazol-1-yl)-5-(trifluoromethyl)pyridine). Reaction SMILES: [F:1][C:2]([F:11])([F:10])[C:3]1[CH:4]=[CH:5][C:6]([NH2:9])=[N:7][CH:8]=1.[CH3:12][O:13][C:14]1[CH:15]=[C:16]([CH:19]=[C:20]([N+:24]([O-:26])=[O:25])[C:21]=1[O:22][CH3:23])[CH:17]=O.[N+:27]([CH2:29]S(C1C=CC(C)=CC=1)(=O)=O)#[C-:28].C(=O)([O-])[O-].[K+].[K+]>C(O)C.C(O)(=O)C.CO.COCCOC>[CH3:12][O:13][C:14]1[CH:15]=[C:16]([C:17]2[N:9]([C:6]3[CH:5]=[CH:4][C:3]([C:2]([F:1])([F:10])[F:11])=[CH:8][N:7]=3)[CH:29]=[N:27][CH:28]=2)[CH:19]=[C:20]([N+:24]([O-:26])=[O:25])[C:21]=1[O:22][CH3:23] |f:3.4.5|. Procedure: To a stirred solution of 5-(trifluoromethyl)pyridin-2-amine (0.405 g, 2.5 mmol) in a mixture of ethanol (12.5 mL) and acetic acid (0.25 mL) at room temperature was added 3,4-dimethoxy-5-nitrobenzaldehyde (0.53 g, 2.5 mmol). The reaction was heated at reflux temperature for two hours then ethanol was evaporated. The oily residue was dissolved in a mixture of methanol (17 mL) and 1,2-dimethoxyethane (7.5 mL), whereupon 1-(isocyanomethylsulfonyl)-4-methylbenzene (TOSMIC) (0.73 g, 3.75 mmol) and pot... Reactants: [Li] (lithium), C(C)(C)(C)C#C (t-butylacetylene), C(=O)C=C (acrolein), C(C)(C)O (Isopropanol), C(C)(C)(C)C#C (t-butylacetylene). Solvent: O1CCCC1 (tetrahydrofuran), O1CCCC1 (tetrahydrofuran). Run at temperature 40 celsius, time 24 hour. Yields the product CC(C#CC(C=C)O)(C)C (6,6-dimethylhept-1-en-4-yn-3-ol). Isolated yield 73.9%. RXN SMILES: [Li].[C:2]([C:6]#[CH:7])([CH3:5])([CH3:4])[CH3:3].[CH:8]([CH:10]=[CH2:11])=[O:9].C(O)(C)C>O1CCCC1>[CH3:3][C:2]([CH3:5])([CH3:4])[C:6]#[C:7][CH:8]([OH:9])[CH:10]=[CH2:11] |^1:0|. Procedure details: Under a blanket of dry nitrogen, at 0° C., metallic lithium (0.667 gr., 0.096 mole) was added to a mixture of t-butylacetylene (9.94 gr., 0.121 mole) and tetrahydrofuran (75 ml). The mixture was heated to 40° C. for 5 hours and kept at room temperature for 24 hours. The lithium was almost completely consumed. A second amount of t-butylacetylene (9.94 gr., 0.121 mole) was added and the reaction mixture was stirred for 21 hours. The mixture was cooled to 0° C. and a solution of freshly distilled a...